This data is from the Open Reaction Database (ORD), a public repository of structured organic reaction records. The task is: describe an organic reaction: reactants, conditions, products, and yield Reactants: OC=1C=C(C#N)C=CC1 (3-hydroxybenzonitrile), [H-].[Na+] (sodium hydride), BrCCCC(=O)OCC (ethyl 4-bromobutanoate). Solvent: CN(C)C=O (DMF). Conditions: time 30 minute. Product: C(#N)C=1C=C(C=CC1)OCCCC(=O)OCC (ethyl 4-[(3-cyanophenyl)oxy]butanoate). Isolated yield 104.1%. Reaction SMILES: [OH:1][C:2]1[CH:3]=[C:4]([CH:7]=[CH:8][CH:9]=1)[C:5]#[N:6].[H-].[Na+].Br[CH2:13][CH2:14][CH2:15][C:16]([O:18][CH2:19][CH3:20])=[O:17]>CN(C=O)C>[C:5]([C:4]1[CH:3]=[C:2]([O:1][CH2:13][CH2:14][CH2:15][C:16]([O:18][CH2:19][CH3:20])=[O:17])[CH:9]=[CH:8][CH:7]=1)#[N:6] |f:1.2|. Procedure details: A suspension of 3-hydroxybenzonitrile (5.00 g, 42.0 mmol) and 60% sodium hydride (oil dispersion, 2.01 g, 50.3 mmol) in DMF (200 mL) was stirred at room temperature for 30 min, ethyl 4-bromobutanoate (9.82 g, 50.3 mmol) was added thereto, and the mixture was stirred at room temperature for 15 hr. The mixture was allowed to cool to room temperature, and concentrated under reduced pressure. The residue was extracted with ethyl acetate and saturated aqueous ammonium chloride solution. The organic l... Starting materials: NC1=NC=C(C=C1C(=O)NC1=NC=NC=C1)Br (2-amino-5-bromo-N-pyrimidin-4-yl-pyridine-3-carboxamide), N1(CCOCC1)CC1=CC=C(S1)B1OC(C)(C)C(C)(C)O1 (5-(4-morpholinylmethyl)thiophene-2-boronic acid pinacol ester), NC1=C(C(=O)NC2=CC=NC=C2)C=C(C=N1)C=1SC(=CC1)CN1CCCCC1 (2-Amino-5-(5-piperidin-1-ylmethyl-thiophen-2-yl)-N-pyridin-4-yl-nicotinamide). Product: NC1=C(C(=O)NC2=NC=NC=C2)C=C(C=N1)C=1SC(=CC1)CN1CCOCC1 (2-Amino-5-(5-morpholin-4-ylmethyl-thiophen-2-yl)-N-pyrimidin-4-yl-nicotinamide). RXN SMILES: [NH2:1][C:2]1[C:7]([C:8]([NH:10][C:11]2[CH:16]=[CH:15][N:14]=[CH:13][N:12]=2)=[O:9])=[CH:6][C:5](Br)=[CH:4][N:3]=1.[N:18]1([CH2:24][C:25]2[S:29][C:28](B3OC(C)(C)C(C)(C)O3)=[CH:27][CH:26]=2)[CH2:23][CH2:22][O:21][CH2:20][CH2:19]1.NC1N=CC(C2SC(CN3CCCCC3)=CC=2)=CC=1C(NC1C=CN=CC=1)=O>>[NH2:1][C:2]1[N:3]=[CH:4][C:5]([C:28]2[S:29][C:25]([CH2:24][N:18]3[CH2:19][CH2:20][O:21][CH2:22][CH2:23]3)=[CH:26][CH:27]=2)=[CH:6][C:7]=1[C:8]([NH:10][C:11]1[CH:16]=[CH:15][N:14]=[CH:13][N:12]=1)=[O:9]. Reported procedure: 6.2 “A27” is prepared from 2-amino-5-bromo-N-pyrimidin-4-yl-pyridine-3-carboxamide and 5-(4-morpholinylmethyl)thiophene-2-boronic acid pinacol ester according to step 2 of the synthesis of “A1”;